Dataset: the Open Reaction Database (ORD), a public repository of structured organic reaction records. Task: describe an organic reaction: reactants, conditions, products, and yield Reactants: CC(=O)O, COCc1nc(C(C)(C)O)c(C(=O)OCc2oc(=O)oc2C)n1Cc1ccc(-c2ccccc2-c2nnnn2C(c2ccccc2)(c2ccccc2)c2ccccc2)cc1. Yields the product COCc1nc(C(C)(C)O)c(C(=O)OCc2oc(=O)oc2C)n1Cc1ccc(-c2ccccc2-c2nnn[nH]2)cc1. As a reaction SMILES: [CH3:61][C:62](=[O:63])[OH:64].[OH:1][C:2]([CH3:3])([CH3:4])[c:5]1[n:6][c:7]([CH2:58][O:59][CH3:60])[n:8]([CH2:21][c:22]2[cH:23][cH:24][c:25](-[c:28]3[c:29](-[c:34]4[n:35][n:36][n:37][n:38]4[C:39]([c:40]4[cH:41][cH:42][cH:43][cH:44][cH:45]4)([c:46]4[cH:47][cH:48][cH:49][cH:50][cH:51]4)[c:52]4[cH:53][cH:54][cH:55][cH:56][cH:57]4)[cH:30][cH:31][cH:32][cH:33]3)[cH:26][cH:27]2)[c:9]1[C:10](=[O:11])[O:12][CH2:13][c:14]1[o:15][c:16](=[O:20])[o:17][c:18]1[CH3:19]>>[OH:1][C:2]([CH3:3])([CH3:4])[c:5]1[n:6][c:7]([CH2:58][O:59][CH3:60])[n:8]([CH2:21][c:22]2[cH:23][cH:24][c:25](-[c:28]3[c:29](-[c:34]4[n:35][n:36][n:37][nH:38]4)[cH:30][cH:31][cH:32][cH:33]3)[cH:26][cH:27]2)[c:9]1[C:10](=[O:11])[O:12][CH2:13][c:14]1[o:15][c:16](=[O:20])[o:17][c:18]1[CH3:19]. Starting materials: CC(=O)c1cc(C)nc(CC(C)C)c1, CO, Cl, NO, [Na+], [OH-], O. Product: CC(=NO)c1cc(C)nc(CC(C)C)c1. As a reaction SMILES: [CH2:4]([CH:5]([CH3:6])[CH3:7])[c:8]1[n:9][c:10]([CH3:17])[cH:11][c:12]([C:14]([CH3:15])=[O:16])[cH:13]1.[CH3:18][OH:19].[ClH:1].[NH2:2][OH:3].[Na+:22].[OH-:21].[OH2:20]>>[N:2]([OH:3])=[C:14]([c:12]1[cH:11][c:10]([CH3:17])[n:9][c:8]([CH2:4][CH:5]([CH3:6])[CH3:7])[cH:13]1)[CH3:15]. Starting materials: CCn1nc(C)c([N+](=O)[O-])c1C(=O)Cl, CC(C)=O, [NH4+], [OH-]. The product is CCn1nc(C)c([N+](=O)[O-])c1C(N)=O. Reaction SMILES: [CH2:1]([CH3:2])[n:3]1[n:4][c:5]([CH3:14])[c:6]([N+:11](=[O:12])[O-:13])[c:7]1[C:8](=[O:9])[Cl:10].[CH3:17][C:18](=[O:19])[CH3:20].[NH4+:15].[OH-:16]>>[CH2:1]([CH3:2])[n:3]1[n:4][c:5]([CH3:14])[c:6]([N+:11](=[O:12])[O-:13])[c:7]1[C:8](=[O:9])[NH2:15].